This data is from the Open Reaction Database (ORD), a public repository of structured organic reaction records. The task is: describe an organic reaction: reactants, conditions, products, and yield Reactants: CC(C)c1ccccc1, CC(C)c1cccc(C(C)C)c1C(C)C, FB(F)F, F. Product: CC(C)c1ccccc1C(C)C. RXN SMILES: [CH3:1][CH:2]([c:3]1[cH:4][cH:5][cH:6][cH:7][cH:8]1)[CH3:9].[CH:10]([CH3:11])([CH3:12])[c:13]1[c:14]([CH:22]([CH3:23])[CH3:24])[c:15]([CH:19]([CH3:20])[CH3:21])[cH:16][cH:17][cH:18]1.[F:25][B:26]([F:27])[F:28].[FH:29]>>[CH:10]([CH3:11])([CH3:12])[c:13]1[c:14]([CH:22]([CH3:23])[CH3:24])[cH:15][cH:16][cH:17][cH:18]1.